Dataset: the Open Reaction Database (ORD), a public repository of structured organic reaction records. Task: describe an organic reaction: reactants, conditions, products, and yield The reactants are CC1=C(C(=NO1)C1=CC=CC=C1)C=1N=C2N(C=C(C=C2)N)C1 (2-(5-methyl-3-phenyl-isoxazol-4-yl)-imidazo[1,2-a]pyridin-6-ylamine), C1(CCC1)C(=O)O (cyclobutanecarboxylic acid). The product is CC1=C(C(=NO1)C1=CC=CC=C1)C=1N=C2N(C=C(C=C2)NC(=O)C2CCC2)C1 (Cyclobutanecarboxylic acid [2-(5-methyl-3-phenyl-isoxazol-4-yl)-imidazo[1,2-a]pyridin-6-yl]-amide). The yield is 30.0%. RXN SMILES: [CH3:1][C:2]1[O:6][N:5]=[C:4]([C:7]2[CH:12]=[CH:11][CH:10]=[CH:9][CH:8]=2)[C:3]=1[C:13]1[N:14]=[C:15]2[CH:20]=[CH:19][C:18]([NH2:21])=[CH:17][N:16]2[CH:22]=1.[CH:23]1([C:27](O)=[O:28])[CH2:26][CH2:25][CH2:24]1>>[CH3:1][C:2]1[O:6][N:5]=[C:4]([C:7]2[CH:8]=[CH:9][CH:10]=[CH:11][CH:12]=2)[C:3]=1[C:13]1[N:14]=[C:15]2[CH:20]=[CH:19][C:18]([NH:21][C:27]([CH:23]3[CH2:26][CH2:25][CH2:24]3)=[O:28])=[CH:17][N:16]2[CH:22]=1. Reported procedure: As described for Example 56, 2-(5-methyl-3-phenyl-isoxazol-4-yl)-imidazo[1,2-a]pyridin-6-ylamine (96 mg, 0.33 mmol) was converted, using cyclobutanecarboxylic acid instead of cyclopropylacetic acid, to the title compound (33 mg, 30%) which was obtained as a light brown foam. MS: m/e=373.1 [M+H]+. Reactants: C(C)OC(C(NC(C)=O)(CC1=CC(=C(C(=C1)Cl)SC1=CC(=C(C=C1)OC)CC=1C=NC(=CC1)OC)Cl)C(=O)OCC)=O (N-acetyl-3,5-dichloro-4-(4'-methoxy-3'-(6-methoxy-3-pyridylmethyl)-phenylthio)-α-carbethoxy-phenylalanine ethyl ester), B(Br)(Br)Br (boron tribromide). Solvent: ClCCl (dichloromethane). The product is OC1=C(C=C(C=C1)SC1=C(C=C(C[C@H](N)C(=O)O)C=C1Cl)Cl)CC1=CNC(C=C1)=O (4-(4'-Hydroxy-3'-(6-oxo-3(1H)-pyridylmethyl) phenylthio)-3,5-dichlorophenylalanine). The yield is 70.0%. As a reaction SMILES: C([O:3][C:4](=[O:42])[C:5](C(OCC)=O)([CH2:10][C:11]1[CH:16]=[C:15]([Cl:17])[C:14]([S:18][C:19]2[CH:24]=[CH:23][C:22]([O:25]C)=[C:21]([CH2:27][C:28]3[CH:29]=[N:30][C:31]([O:34]C)=[CH:32][CH:33]=3)[CH:20]=2)=[C:13]([Cl:36])[CH:12]=1)[NH:6]C(=O)C)C.B(Br)(Br)Br>ClCCl>[OH:25][C:22]1[CH:23]=[CH:24][C:19]([S:18][C:14]2[C:15]([Cl:17])=[CH:16][C:11]([CH2:10][C@@H:5]([C:4]([OH:42])=[O:3])[NH2:6])=[CH:12][C:13]=2[Cl:36])=[CH:20][C:21]=1[CH2:27][C:28]1[CH:33]=[CH:32][C:31](=[O:34])[NH:30][CH:29]=1. Reported procedure: To a cooled (-74°) solution of N-acetyl-3,5-dichloro-4-(4'-methoxy-3'-(6-methoxy-3-pyridylmethyl)-phenylthio)-α-carbethoxy-phenylalanine ethyl ester (0.39 g) in dry dichloromethane (10 ml) was added boron tribromide (0.58 ml) with stirring. The mixture was stirred whilst warming to room temperature and stirred for 5 hours. The reaction mixture was worked up and refluxed with concentrated hydrochloric in glacial acetic acid in a manner similar to that as described in Example 1 to afford DL-4-(4'-...